This data is from the Open Reaction Database (ORD), a public repository of structured organic reaction records. The task is: describe an organic reaction: reactants, conditions, products, and yield Starting materials: C1(CCCC1)N1CCC(CC1)OS(=O)(=O)C (methanesulfonic acid 1-cyclopentyl-piperidin-4-yl ester), CN(C)CC1(CCOCC1)C1=CC=C(C=C1)O (4-(4-Dimethylaminomethyl-tetrahydro-pyran-4-yl)-phenol), [H-].[Na+] (NaH). The solvent is CN(C)C=O (DMF), CC(C)(C)OC (TBME), O (water), [OH-].[Na+] (NaOH), CN(C)C=O (DMF), CN(C)C=O (DMF). Run at temperature 75 celsius, time 1 hour. Yields the product C1(CCCC1)N1CCC(CC1)OC1=CC=C(C=C1)C1(CCOCC1)CN(C)C ({4-[4-(1-Cyclopentylpiperidin-4-yloxy)phenyl]tetrahydropyran-4-ylmethyl}dimethylamine). Isolated yield 12.2%. As a reaction SMILES: [CH3:1][N:2]([CH2:4][C:5]1([C:11]2[CH:16]=[CH:15][C:14]([OH:17])=[CH:13][CH:12]=2)[CH2:10][CH2:9][O:8][CH2:7][CH2:6]1)[CH3:3].[H-].[Na+].[CH:20]1([N:25]2[CH2:30][CH2:29][CH:28](OS(C)(=O)=O)[CH2:27][CH2:26]2)[CH2:24][CH2:23][CH2:22][CH2:21]1>CN(C=O)C.CC(OC)(C)C.O.[OH-].[Na+]>[CH:20]1([N:25]2[CH2:30][CH2:29][CH:28]([O:17][C:14]3[CH:15]=[CH:16][C:11]([C:5]4([CH2:4][N:2]([CH3:1])[CH3:3])[CH2:6][CH2:7][O:8][CH2:9][CH2:10]4)=[CH:12][CH:13]=3)[CH2:27][CH2:26]2)[CH2:21][CH2:22][CH2:23][CH2:24]1 |f:1.2,7.8|. Procedure details: 4-(4-Dimethylaminomethyl-tetrahydro-pyran-4-yl)-phenol (487 mg, 2.07 mmol) in DMF (2 ml) was added to a solution of NaH (100 mg, 2.5 mmol) in DMF (2 ml) at room temperature under N2. The reaction was stirred for 1 hr and a solution of methanesulfonic acid 1-cyclopentyl-piperidin-4-yl ester (409 mg, 1.65 mmol) in DMF (1.5 ml) was slowly added. The reaction was heated to 75° C. and stirred for 6 hrs. The reaction was allowed to cool to room temperature and diluted with TBME (20 ml), water (10 ml) ... Starting materials: CO, O=[N+]([O-])c1cccc(N=C=S)c1, N. The product is NC(=S)Nc1cccc([N+](=O)[O-])c1. As a reaction SMILES: [CH3:14][OH:15].[N+:1](=[O:2])([O-:3])[c:4]1[cH:5][c:6]([N:10]=[C:11]=[S:12])[cH:7][cH:8][cH:9]1.[NH3:13]>>[N+:1](=[O:2])([O-:3])[c:4]1[cH:5][c:6]([NH:10][C:11](=[S:12])[NH2:13])[cH:7][cH:8][cH:9]1. Reactants: amine, ClC1=CC(=NC=C1)C (4-chloro-2-methylpyridine), C(C)N(C(C)C)C(C)C (N-ethyl-diisopropylamine), Amine, C1N(CCC12CCNCC2)C(=O)OC(C)(C)C (tert-butyl 2,8-diazaspiro[4.5]decane-2-carboxylate). Product: Cl.CC1=NC(=CC(=C1)N1CCC2(CCNC2)CC1)C (8-(2,6-Dimethylpyridin-4-yl)-2,8-diazaspiro[4.5]decane hydrochloride). Isolated yield 50.0%. As a reaction SMILES: [CH2:1]1[C:5]2([CH2:10][CH2:9][NH:8][CH2:7][CH2:6]2)[CH2:4][CH2:3][N:2]1C(OC(C)(C)C)=O.[Cl:18][C:19]1[CH:24]=[CH:23][N:22]=[C:21]([CH3:25])[CH:20]=1.[CH2:26](N(C(C)C)C(C)C)C>>[ClH:18].[CH3:26][C:23]1[CH:24]=[C:19]([N:8]2[CH2:7][CH2:6][C:5]3([CH2:1][NH:2][CH2:3][CH2:4]3)[CH2:10][CH2:9]2)[CH:20]=[C:21]([CH3:25])[N:22]=1 |f:3.4|. Reported procedure: Synthesis of this amine was carried out in analogy to Amine AMN-33 employing tert-butyl 2,8-diazaspiro[4.5]decane-2-carboxylate (1 eq.) and 4-chloro-2-methylpyridine (3 eq.) as starting materials. In step 1 the number of equivalents of N-ethyl-diisopropylamine was adjusted to 3. Step 1—yield: 50%; Step 2—yield: 68% RXN SMILES: Cl[C:2]1[N:7]=[CH:6][C:5]([C:8](=[O:10])[CH3:9])=[CH:4][C:3]=1[N+:11]([O-:13])=[O:12].[NH2:14][C:15]1[CH:20]=[CH:19][C:18]([CH2:21][CH:22]([OH:24])[CH3:23])=[CH:17][CH:16]=1>>[OH:24][CH:22]([CH3:23])[CH2:21][C:18]1[CH:19]=[CH:20][C:15]([NH:14][C:2]2[N:7]=[CH:6][C:5]([C:8](=[O:10])[CH3:9])=[CH:4][C:3]=2[N+:11]([O-:13])=[O:12])=[CH:16][CH:17]=1. Procedure: The title compound was prepared according to the procedure described in step 1 of Example 162 from 1-(6-chloro-5-nitro-3-pyridinyl)ethanone (Paul, B. et al. J. Med. Chem., 1990, 33, 2231–2239.) and 1-(4-aminophenyl)-2-propanol (step 1 of Example 6). The reactants are ClC1=C(C=C(C=N1)C(C)=O)[N+](=O)[O-] (1-(6-chloro-5-nitro-3-pyridinyl)ethanone), NC1=CC=C(C=C1)CC(C)O (1-(4-Aminophenyl)-2-propanol). Product: OC(CC1=CC=C(C=C1)NC1=C(C=C(C=N1)C(C)=O)[N+](=O)[O-])C (1-[6-({4-[2-hydroxypropyl]phenyl}amino)-5-nitro-3-pyridinyl]ethanone). The reactants are ice, Cl (hydrochloric acid), CC1=C(C2=C(C=C(O2)C(=O)O)C=C1)C (6,7-dimethylbenzofuran-2-carboxylic acid), C(CC(C)C)(=O)Cl (isovaleryl chloride), [Cl-].[Cl-].[Cl-].[Al+3] (aluminum trichloride). Solvent: ClCCl (dichloromethane). Reaction conditions: temperature 25 celsius, time 18 hour. The product is C(CC(C)C)(=O)C=1C(=C(C2=C(C=C(O2)C(=O)O)C1)C)C (5-isovaleryl-6,7-dimethylbenzofuran-2-carboxylic acid). RXN SMILES: [CH3:1][C:2]1[CH:13]=[CH:12][C:5]2[CH:6]=[C:7]([C:9]([OH:11])=[O:10])[O:8][C:4]=2[C:3]=1[CH3:14].[C:15](Cl)(=[O:20])[CH2:16][CH:17]([CH3:19])[CH3:18].[Cl-].[Cl-].[Cl-].[Al+3].Cl>ClCCl>[C:15]([C:13]1[C:2]([CH3:1])=[C:3]([CH3:14])[C:4]2[O:8][C:7]([C:9]([OH:11])=[O:10])=[CH:6][C:5]=2[CH:12]=1)(=[O:20])[CH2:16][CH:17]([CH3:19])[CH3:18] |f:2.3.4.5|. Procedure: To a stirred solution of 6,7-dimethylbenzofuran-2-carboxylic acid (9 g.) and isovaleryl chloride (7.5 g.) in dichloromethane (100 ml.) at 5°C. is added aluminum trichloride (20 g.) in portions over a 1 hour period. The reaction mixture is stirred at 25°C. for 18 hours, poured into a mixture of ice (300 g.) and hydrochloric acid (50 ml.) to afford 5-isovaleryl-6,7-dimethylbenzofuran-2-carboxylic acid. Reactants: C(C)(C)C=1C=C(C=O)C=C(C1O)C(C)C (3,5-diisopropyl-4-hydroxybenzaldehyde), [N+](=O)([O-])C1=C(C=CC=C1)CC(=O)O (2-nitrophenyl acetic acid), N1CCCCC1 (piperidine). The solvent is C=1(C(=CC=CC1)C)C (xylene). Product: C(C)(C)C1=C(C(=CC(=C1)C=CC1=C(C=CC=C1)[N+](=O)[O-])C(C)C)O (2,6-diisopropyl-4-(2-nitrostyryl)phenol). Yield: 86.8%. RXN SMILES: [CH:1]([C:4]1[CH:5]=[C:6]([CH:9]=[C:10]([CH:13]([CH3:15])[CH3:14])[C:11]=1[OH:12])[CH:7]=O)([CH3:3])[CH3:2].[N+:16]([C:19]1[CH:24]=[CH:23][CH:22]=[CH:21][C:20]=1[CH2:25]C(O)=O)([O-:18])=[O:17].N1CCCCC1>C1(C)C(C)=CC=CC=1>[CH:1]([C:4]1[CH:5]=[C:6]([CH:7]=[CH:25][C:20]2[CH:21]=[CH:22][CH:23]=[CH:24][C:19]=2[N+:16]([O-:18])=[O:17])[CH:9]=[C:10]([CH:13]([CH3:15])[CH3:14])[C:11]=1[OH:12])([CH3:3])[CH3:2]. Procedure: To a solution of 3,5-diisopropyl-4-hydroxybenzaldehyde (0.95 g, 4.6 mmol) and 2-nitrophenyl acetic acid (1.1 g, 6.2 mmol) in xylene (10 ml) was added piperidine (0.05 ml) and the mixture was heated under reflux for 8 hrs while removing water producing with the progress of reaction. After distilling off the solvent followed by purification of the residue by a silica gel column chromatography, recrystallization from hexane gave 2,6-diisopropyl-4-(2-nitrostyryl)phenol (1.3 g, 87%) as crystals. Starting materials: C(CCC)C=1N=C(N(C(C1CC1=CC=C(C=C1)C1=C(C=CC=C1)C1=NN=NN1C(C1=CC=CC=C1)(C1=CC=CC=C1)C1=CC=CC=C1)=O)CC=1OC=CC1C#N)C (2-[[4-butyl-2-methyl-6-oxo-5-[[2'[1-(triphenylmethyl)-1H-tetrazol-5-yl][1,1'-biphenyl]-4-yl]methyl]-1(6H)-pyrimidinyl]methyl]-3-furancarbonitrile), [OH-].[Na+] (NaOH). Solvent: CO (CH3OH). Reaction conditions: temperature 5 celsius. The product is C(CCC)C=1N=C(N(C(C1CC1=CC=C(C=C1)C1=C(C=CC=C1)C1=NN=NN1)=O)CC=1OC=CC1C#N)C (2-[[4-butyl-2-methyl-6-oxo-5-[[2'-(1H-tetrazol-5-yl)-[1,1'biphenyl]-4-yl]-methyl]-1(6H)-pyrimidinyl]methyl]-3-furancarbonitrile). Isolated yield 96.9%. RXN SMILES: [CH2:1]([C:5]1[N:6]=[C:7]([CH3:57])[N:8]([CH2:49][C:50]2[O:51][CH:52]=[CH:53][C:54]=2[C:55]#[N:56])[C:9](=[O:48])[C:10]=1[CH2:11][C:12]1[CH:17]=[CH:16][C:15]([C:18]2[CH:23]=[CH:22][CH:21]=[CH:20][C:19]=2[C:24]2[N:28](C(C3C=CC=CC=3)(C3C=CC=CC=3)C3C=CC=CC=3)[N:27]=[N:26][N:25]=2)=[CH:14][CH:13]=1)[CH2:2][CH2:3][CH3:4].[OH-].[Na+]>CO>[CH2:1]([C:5]1[N:6]=[C:7]([CH3:57])[N:8]([CH2:49][C:50]2[O:51][CH:52]=[CH:53][C:54]=2[C:55]#[N:56])[C:9](=[O:48])[C:10]=1[CH2:11][C:12]1[CH:17]=[CH:16][C:15]([C:18]2[CH:23]=[CH:22][CH:21]=[CH:20][C:19]=2[C:24]2[NH:28][N:27]=[N:26][N:25]=2)=[CH:14][CH:13]=1)[CH2:2][CH2:3][CH3:4] |f:1.2|. Procedure: A suspension of 40 g of 2-[[4-butyl-2-methyl-6-oxo-5-[[2'[1-(triphenylmethyl)-1H-tetrazol-5-yl][1,1'-biphenyl]-4-yl]methyl]-1(6H)-pyrimidinyl]methyl]-3-furancarbonitrile in 400 ml of CH3OH is refluxed to complete reaction. The residue obtained by evaporation of the solvent under reduced pressure, is taken up into 330 ml of 1% NaOH and extracted with Et2O. The aqueous phase is cooled at 5° C., acidified to pH 3 with 20% HCl and the resulting solid is filtered, washed thoroughly with water and dri...